From a dataset of the Open Reaction Database (ORD), a public repository of structured organic reaction records. describe an organic reaction: reactants, conditions, products, and yield Reactants: C(C1=CC=CC=C1)N(C1=C(C(=C(C=C1)F)C1=NN2C(SCC2)=C1C1=CC=NC=C1)F)CC1=CC=CC=C1 (dibenzyl-[2,4-difluoro-3-(7-pyridin-4-yl-2,3-dihydro-pyrazolo[5,1-b]thiazol-6-yl)-phenyl]-amine), FC(S(=O)(=O)O)(F)F (trifluoro-methanesulfonic acid). Run in C(C)(=O)OCC (ethyl acetate), C1(=CC=CC=C1)C (toluene). Reaction conditions: temperature 120 celsius. Yields the product FC1=C(C=CC(=C1C1=NN2C(SCC2)=C1C1=CC=NC=C1)F)N (2,4-difluoro-3-(7-pyridin-4-yl-2,3-dihydro-pyrazolo[5,1-b]thiazol-6-yl)-phenylamine). Reaction SMILES: C([N:8](CC1C=CC=CC=1)[C:9]1[CH:14]=[CH:13][C:12]([F:15])=[C:11]([C:16]2[C:23]([C:24]3[CH:29]=[CH:28][N:27]=[CH:26][CH:25]=3)=[C:19]3[S:20][CH2:21][CH2:22][N:18]3[N:17]=2)[C:10]=1[F:30])C1C=CC=CC=1.FC(F)(F)S(O)(=O)=O>C1(C)C=CC=CC=1.C(OCC)(=O)C>[F:30][C:10]1[C:11]([C:16]2[C:23]([C:24]3[CH:29]=[CH:28][N:27]=[CH:26][CH:25]=3)=[C:19]3[S:20][CH2:21][CH2:22][N:18]3[N:17]=2)=[C:12]([F:15])[CH:13]=[CH:14][C:9]=1[NH2:8]. Reported procedure: To dibenzyl-[2,4-difluoro-3-(7-pyridin-4-yl-2,3-dihydro-pyrazolo[5,1-b]thiazol-6-yl)-phenyl]-amine (180 mg, 0.34 mmol) in toluene (2 mL) was added trifluoro-methanesulfonic acid (3.5 mL) in a sealable vial under nitrogen atmosphere. The mixture was stirred under microwave irradiation at 120° C. for ten minutes. The crude was diluted with ethyl acetate and washed with NaHCO3 saturated solution twice. The organic layer was dried over anhydrous sodium sulfate, filtered and the solvent was removed u... The reactants are BrC1=C(C=CC=C1)C(C)=O (o-bromoacetophenone), [S-]C#N.[K+] (potassium thiocyanate), C(C)O (ethyl alcohol), resultant mixture. Solvent: O (water). Run at time 8 hour. Yields the product S(C#N)CC(=O)C1=CC=CC=C1 (α-Thiocyanoacetophenone). RXN SMILES: Br[C:2]1[CH:7]=[CH:6][CH:5]=[CH:4][C:3]=1[C:8](=[O:10])[CH3:9].[S-:11][C:12]#[N:13].[K+].C(O)C>O>[S:11]([CH2:9][C:8]([C:3]1[CH:4]=[CH:5][CH:6]=[CH:7][CH:2]=1)=[O:10])[C:12]#[N:13] |f:1.2|. Procedure details: In accordance with the known process (Beilstein, 8, 94), 10.0 g (50 mmol) of o-bromoacetophenone and 4.9 g (50 mmol) of potassium thiocyanate were added to 80 ml of ethyl alcohol, and the resultant mixture was heated at 80° C. for 3 hours and then allowed to stand overnight. Added to the reaction mixture were 50 ml of water. Precipitated crystals were collected by filtration, washed with 50% aqueous ethyl alcohol and then dried, whereby the title compound was obtained as colorless crystals. The reactants are C(CCC)C1=CC=C(C=C1)C#CC1=CC=C(C=O)C=C1 (4-[(4-butylphenyl)ethynyl]benzaldehyde), NC1=CC(=C(C(=O)OC)C=C1)F (methyl 4-amino-2-fluorobenzoate). Yields the product C(CCC)C1=CC=C(C=C1)C#CC1=CC=C(CNC2=CC(=C(C(=O)OC)C=C2)F)C=C1 (methyl 4-({4-[(4-butylphenyl)ethynyl]benzyl}amino)-2-fluorobenzoate). RXN SMILES: [CH2:1]([C:5]1[CH:10]=[CH:9][C:8]([C:11]#[C:12][C:13]2[CH:20]=[CH:19][C:16]([CH:17]=O)=[CH:15][CH:14]=2)=[CH:7][CH:6]=1)[CH2:2][CH2:3][CH3:4].[NH2:21][C:22]1[CH:31]=[CH:30][C:25]([C:26]([O:28][CH3:29])=[O:27])=[C:24]([F:32])[CH:23]=1>>[CH2:1]([C:5]1[CH:10]=[CH:9][C:8]([C:11]#[C:12][C:13]2[CH:20]=[CH:19][C:16]([CH2:17][NH:21][C:22]3[CH:31]=[CH:30][C:25]([C:26]([O:28][CH3:29])=[O:27])=[C:24]([F:32])[CH:23]=3)=[CH:15][CH:14]=2)=[CH:7][CH:6]=1)[CH2:2][CH2:3][CH3:4]. Reported procedure: The titled compound was prepared following the procedure A using 4-[(4-butylphenyl)ethynyl]benzaldehyde and methyl 4-amino-2-fluorobenzoate as a beige powder (63%). M− (ESI): 414.1; M+ (ESI): 416.9. HPLC, Rt: 5.58 min (Purity: 96.9%). Starting materials: BrC=1C(N(C(=CC1C#CC1=CC=CC=C1)C)CC1=CC(=CC=C1)F)=O (3-bromo-1-(3-fluorobenzyl)-6-methyl-4-(phenylethynyl)pyridin-2(1H)-one), [H][H] (hydrogen). The reagents and catalysts are O=[Pt]=O (PtO2). The solvent is CCOC(=O)C (EtOAc), CCO (EtOH). Product: BrC=1C(N(C(=CC1CCC1=CC=CC=C1)C)CC1=CC(=CC=C1)F)=O (3-bromo-1-(3-fluorobenzyl)-6-methyl-4-(2-phenylethyl)pyridin-2(1H)-one). As a reaction SMILES: [Br:1][C:2]1[C:3](=[O:25])[N:4]([CH2:17][C:18]2[CH:23]=[CH:22][CH:21]=[C:20]([F:24])[CH:19]=2)[C:5]([CH3:16])=[CH:6][C:7]=1[C:8]#[C:9][C:10]1[CH:15]=[CH:14][CH:13]=[CH:12][CH:11]=1.[H][H]>CCOC(C)=O.CCO.O=[Pt]=O>[Br:1][C:2]1[C:3](=[O:25])[N:4]([CH2:17][C:18]2[CH:23]=[CH:22][CH:21]=[C:20]([F:24])[CH:19]=2)[C:5]([CH3:16])=[CH:6][C:7]=1[CH2:8][CH2:9][C:10]1[CH:15]=[CH:14][CH:13]=[CH:12][CH:11]=1. Procedure details: To a solution of 3-bromo-1-(3-fluorobenzyl)-6-methyl-4-(phenylethynyl)pyridin-2(1H)-one (0.55 g, 0.0014 mol) in EtOAc (10.0 mL) and EtOH (10.0 mL) was added PtO2 (0.05 g) and stirred in an atmosphere of hydrogen gas at 15 psi for 30 min. The catalyst was removed by filtration, the filtrate was concentrated and the residue was purified by silica gel flash chromatography using 25% EtOAc in hexane as the eluent.